Dataset: the Open Reaction Database (ORD), a public repository of structured organic reaction records. Task: describe an organic reaction: reactants, conditions, products, and yield Starting materials: O=C([O-])[O-], C1COCCN1, CCOC(C)=O, CCCOc1cc2c(c3c(=O)c(-c4ccc(OC)cc4)cn(CCCCl)c13)CCC2, [I-], [K+], [K+], [Na+], CN(C)C=O, O. Product: CCCOc1cc2c(c3c(=O)c(-c4ccc(OC)cc4)cn(CCCN4CCOCC4)c13)CCC2. As a reaction SMILES: [C:37](=[O:38])([O-:39])[O-:40].[CH2:31]1[CH2:32][O:33][CH2:34][CH2:35][NH:36]1.[CH3:45][CH2:46][O:47][C:48](=[O:49])[CH3:50].[Cl:1][CH2:2][CH2:3][CH2:4][n:5]1[c:6]2[c:7]([O:27][CH2:28][CH2:29][CH3:30])[cH:8][c:9]3[c:10]([c:11]2[c:12](=[O:23])[c:13](-[c:15]2[cH:16][cH:17][c:18]([O:21][CH3:22])[cH:19][cH:20]2)[cH:14]1)[CH2:24][CH2:25][CH2:26]3.[I-:44].[K+:41].[K+:42].[Na+:43].[O:52]=[CH:53][N:54]([CH3:55])[CH3:56].[OH2:51]>>[CH2:2]([CH2:3][CH2:4][n:5]1[c:6]2[c:7]([O:27][CH2:28][CH2:29][CH3:30])[cH:8][c:9]3[c:10]([c:11]2[c:12](=[O:23])[c:13](-[c:15]2[cH:16][cH:17][c:18]([O:21][CH3:22])[cH:19][cH:20]2)[cH:14]1)[CH2:24][CH2:25][CH2:26]3)[N:36]1[CH2:31][CH2:32][O:33][CH2:34][CH2:35]1.